Dataset: the Open Reaction Database (ORD), a public repository of structured organic reaction records. Task: describe an organic reaction: reactants, conditions, products, and yield Starting materials: [N+](=O)([O-])C1=C(C=CC=C1)NN (o-nitrophenylhydrazine), C(C)OC(C(C(C)=O)C(C)=O)=O (2-acetyl-3-oxo-butyric acid ethyl ester), N1=CC=CC=C1 (pyridine). The solvent is C(C)O (ethanol), CCCCCC (hexane), C(Cl)(Cl)Cl (chloroform). The product is C(C)OC(=O)C=1C(=NN(C1C)C1=C(C=CC=C1)[N+](=O)[O-])C (3,5-dimethyl-1-(2-nitrophenyl)-1H-pyrazole-4-carboxylic acid ethyl ester). As a reaction SMILES: [N+:1]([C:4]1[CH:9]=[CH:8][CH:7]=[CH:6][C:5]=1[NH:10][NH2:11])([O-:3])=[O:2].[CH2:12]([O:14][C:15](=[O:23])[CH:16]([C:20](=O)[CH3:21])[C:17](=O)[CH3:18])[CH3:13].N1C=CC=CC=1>C(O)C.CCCCCC.C(Cl)(Cl)Cl>[CH2:12]([O:14][C:15]([C:16]1[C:17]([CH3:18])=[N:11][N:10]([C:5]2[CH:6]=[CH:7][CH:8]=[CH:9][C:4]=2[N+:1]([O-:3])=[O:2])[C:20]=1[CH3:21])=[O:23])[CH3:13]. Reported procedure: Similar to Example 1, o-nitrophenylhydrazine (20 mmol, 3.4 g) and 2-acetyl-3-oxo-butyric acid ethyl ester (20 mmol, 3.4 g) were mixed in a solution of 50% pyridine in ethanol and heated under reflux. The solvents then were removed under vacuum, and the residue was resuspended in chloroform. The resulting mixture was washed with water and dried over NaSO4. The solids then were filtered, and the solvents removed under vacuum. A precipitate formed when the oily solid was dissolved in a solution of ... Reactants: FCCBr, O=[N+]([O-])c1cc(O)cc(Br)c1, O=C([O-])[O-], CN(C)C=O, [Cs+], [Cs+]. Product: O=[N+]([O-])c1cc(Br)cc(OCCF)c1. RXN SMILES: [Br:18][CH2:19][CH2:20][F:21].[Br:1][c:2]1[cH:3][c:4]([OH:11])[cH:5][c:6]([N+:8](=[O:9])[O-:10])[cH:7]1.[C:12](=[O:13])([O-:14])[O-:15].[CH3:22][N:23]([CH3:24])[CH:25]=[O:26].[Cs+:16].[Cs+:17]>>[Br:1][c:2]1[cH:3][c:4]([O:11][CH2:19][CH2:20][F:21])[cH:5][c:6]([N+:8](=[O:9])[O-:10])[cH:7]1. Reactants: OC(Cc1ccccc1OC(F)(F)F)(c1ccccc1)C1CN(Cc2ccccc2)CCO1, CCO, Cc1ccccc1, CO, Cl. Yields the product Cl, OC(Cc1ccccc1OC(F)(F)F)(c1ccccc1)C1CNCCO1. Reaction SMILES: [CH2:1]([c:2]1[cH:3][cH:4][cH:5][cH:6][cH:7]1)[N:8]1[CH2:9][CH:10]([C:14]([CH2:15][c:16]2[c:17]([O:22][C:23]([F:24])([F:25])[F:26])[cH:18][cH:19][cH:20][cH:21]2)([OH:27])[c:28]2[cH:29][cH:30][cH:31][cH:32][cH:33]2)[O:11][CH2:12][CH2:13]1.[CH3:35][CH2:36][OH:37].[CH3:38][c:39]1[cH:40][cH:41][cH:42][cH:43][cH:44]1.[CH3:45][OH:46].[ClH:34]>>[ClH:34].[NH:8]1[CH2:9][CH:10]([C:14]([CH2:15][c:16]2[c:17]([O:22][C:23]([F:24])([F:25])[F:26])[cH:18][cH:19][cH:20][cH:21]2)([OH:27])[c:28]2[cH:29][cH:30][cH:31][cH:32][cH:33]2)[O:11][CH2:12][CH2:13]1. The reactants are COc1cc(OC)n2nc(N=S(C)C)nc2n1, COc1nccc(C(F)(F)F)c1S(=O)(=O)Cl, CC#N, Cl, Cl, COc1cc(OC)n2nc(N)nc2n1, Cc1cncc(C)c1. Yields the product COc1cc(OC)n2nc(NS(=O)(=O)c3c(C(F)(F)F)ccnc3OC)nc2n1. Reaction SMILES: [CH3:16][O:17][c:18]1[cH:19][c:20]([O:21][CH3:22])[n:23]2[n:24][c:25]([N:26]=[S:27]([CH3:28])[CH3:29])[n:30][c:31]2[n:32]1.[CH3:33][O:34][c:35]1[n:36][cH:37][cH:38][c:39]([C:45]([F:46])([F:47])[F:48])[c:40]1[S:41](=[O:42])(=[O:43])[Cl:44].[CH3:58][C:59]#[N:60].[ClH:15].[ClH:57].[NH2:1][c:2]1[n:3][n:4]2[c:5]([n:6][c:7]([O:12][CH3:13])[cH:8][c:9]2[O:10][CH3:11])[n:14]1.[n:49]1[cH:50][c:51]([CH3:52])[cH:53][c:54]([CH3:55])[cH:56]1>>[NH:1]([c:2]1[n:3][n:4]2[c:5]([n:6][c:7]([O:12][CH3:13])[cH:8][c:9]2[O:10][CH3:11])[n:14]1)[S:41]([c:40]1[c:35]([O:34][CH3:33])[n:36][cH:37][cH:38][c:39]1[C:45]([F:46])([F:47])[F:48])(=[O:42])=[O:43]. Reactants: C(Cl)C1CO1 (epichlorohydrin), CC1=C(C=O)C=CC(=C1)O (2-methyl-4-hydroxybenzaldehyde), C(C1=CC=CC=C1)=O (benzaldehyde). The solvent is [OH-].[Na+] (sodium hydroxide). Run at temperature 55 celsius, time 3 hour. Product: CC1=C(C=O)C=CC(=C1)OCC1CO1 (2-methyl-4-(2,3-epoxypropoxy)benzaldehyde). Reaction SMILES: [CH2:1]([CH:3]1[O:5][CH2:4]1)Cl.[CH3:6][C:7]1[CH:14]=[C:13]([OH:15])[CH:12]=[CH:11][C:8]=1[CH:9]=[O:10].C(=O)C1C=CC=CC=1>[OH-].[Na+]>[CH3:6][C:7]1[CH:14]=[C:13]([O:15][CH2:1][CH:3]2[O:5][CH2:4]2)[CH:12]=[CH:11][C:8]=1[CH:9]=[O:10] |f:3.4|. Procedure details: To epichlorohydrin (20 g., 0.216 mole) heated at 55° C. is added dropwise a solution of 2-methyl-4-hydroxybenzaldehyde (9.0 g., 0.066 mole) in 2.5 N sodium hydroxide solution (40 ml.). After the addition, the solution is allowed to stir an additional 3 hours at 55° C. and then at room temperature overnight. The oil is distilled to give 8.3 g. of 2-methyl-4-82,3-epoxypropyl)benzaldehyde, m.p. 160°-170° C. at 1 mm. Hg.